Dataset: the Open Reaction Database (ORD), a public repository of structured organic reaction records. Task: describe an organic reaction: reactants, conditions, products, and yield The reactants are C(C)(C)N(C(C)C)CC (N,N-diisopropylethylamine), CC=1NC=C(C1CCC(=O)O)C (3-(2,4-dimethyl-1H-pyrrol-3-yl)-propionic acid), C(=O)(N1C=NC=C1)N1C=NC=C1 (1,1′-carbonyldiimidazole), N1CCOCC1 (morpholine), ice water. Solvent: ClCCl (dichloromethane). Run at time 8 hour. Yields the product CC=1NC=C(C1CCC(=O)N1CCOCC1)C (3-(2,4-dimethyl-1H-pyrrol-3-yl)-1-morpholin-4-yl-propan-1-one). Isolated yield 96.3%. As a reaction SMILES: [CH3:1][C:2]1[NH:3][CH:4]=[C:5]([CH3:12])[C:6]=1[CH2:7][CH2:8][C:9]([OH:11])=O.C(N1C=CN=C1)(N1C=CN=C1)=O.[NH:25]1[CH2:30][CH2:29][O:28][CH2:27][CH2:26]1.C(N(CC)C(C)C)(C)C>ClCCl>[CH3:1][C:2]1[NH:3][CH:4]=[C:5]([CH3:12])[C:6]=1[CH2:7][CH2:8][C:9]([N:25]1[CH2:30][CH2:29][O:28][CH2:27][CH2:26]1)=[O:11]. Procedure: To a suspension of 3-(2,4-dimethyl-1H-pyrrol-3-yl)-propionic acid (10 g, 60.8 mmol) in 60 ml of dichloromethane was added 1,1′-carbonyldiimidazole (11.6 g, 71.8 mmol) followed morpholine (5.5 ml, 60.8 mmol) and N,N-diisopropylethylamine (Hunig's base, 10 ml, 60.8 mmol). The dark red reaction mixture was stirred at room temperature overnight and poured into ice water. The organic layer was washed with brine until the wash had a pH of about 6, dried over anhydrous sodium sulfate, and concentrated.... Starting materials: C(CCCCC)SC(C(=O)O)SCCCCCC (2, 2-Di(hexylthio)acetic acid), ClC(C(=O)O)Cl (dichloroacetic acid), C(CCCCC)S (hexanethiol), NC1=C2C=CC=NC2=CC=C1SC (5-amino-6-methylthioquinoline). Product: C(CCCCC)SC(C(=O)O)SCCCCCC (2,2-Di(hexylthio) acetic acid), CSC=1C(=C2C=CC=NC2=CC1)NC(C(SCCCCCC)SCCCCCC)=O (N-(6-methylthioquinolin-5-yl)-2,2-di(hexylthio)acetamide). As a reaction SMILES: ClC(Cl)C(O)=O.C(S)CCCCC.[CH2:14]([S:20][CH:21]([S:25][CH2:26][CH2:27][CH2:28][CH2:29][CH2:30][CH3:31])[C:22]([OH:24])=[O:23])[CH2:15][CH2:16][CH2:17][CH2:18][CH3:19].[NH2:32][C:33]1[C:42]([S:43][CH3:44])=[CH:41][CH:40]=[C:39]2[C:34]=1[CH:35]=[CH:36][CH:37]=[N:38]2>>[CH2:26]([S:25][CH:21]([S:20][CH2:14][CH2:15][CH2:16][CH2:17][CH2:18][CH3:19])[C:22]([OH:24])=[O:23])[CH2:27][CH2:28][CH2:29][CH2:30][CH3:31].[CH3:44][S:43][C:42]1[C:33]([NH:32][C:22](=[O:24])[CH:21]([S:20][CH2:14][CH2:15][CH2:16][CH2:17][CH2:18][CH3:19])[S:25][CH2:26][CH2:27][CH2:28][CH2:29][CH2:30][CH3:31])=[C:34]2[C:39](=[CH:40][CH:41]=1)[N:38]=[CH:37][CH:36]=[CH:35]2. Reported procedure: 2,2-Di(hexylthio) acetic acid was synthesized from dichloroacetic acid and hexanethiol using a procedure similar to that described in Example 1. 2, 2-Di(hexylthio)acetic acid and 5-amino-6-methylthioquinoline were coupled to give the title compound using the procedure described in Example 25. Reactants: [Al+3], C1CCOC1, CC(CCCN=[N+]=[N-])N(c1cc(F)ccc1F)S(=O)(=O)c1ccc(Cl)cc1, [H-], [H-], [H-], [H-], [Li+], [Na+], [OH-], O. Product: CC(CCCN)N(c1cc(F)ccc1F)S(=O)(=O)c1ccc(Cl)cc1. RXN SMILES: [Al+3:29].[CH2:37]1[O:38][CH2:39][CH2:40][CH2:41]1.[Cl:1][c:2]1[cH:3][cH:4][c:5]([S:8](=[O:9])(=[O:10])[N:11]([CH:12]([CH2:13][CH2:14][CH2:15][N:16]=[N+:17]=[N-:18])[CH3:19])[c:20]2[c:21]([F:27])[cH:22][cH:23][c:24]([F:26])[cH:25]2)[cH:6][cH:7]1.[H-:28].[H-:31].[H-:32].[H-:33].[Li+:30].[Na+:36].[OH-:35].[OH2:34]>>[Cl:1][c:2]1[cH:3][cH:4][c:5]([S:8](=[O:9])(=[O:10])[N:11]([CH:12]([CH2:13][CH2:14][CH2:15][NH2:16])[CH3:19])[c:20]2[c:21]([F:27])[cH:22][cH:23][c:24]([F:26])[cH:25]2)[cH:6][cH:7]1. The reactants are C(C)OC(=O)C1(CC1)C1=CC=C(C=C1)C1=CC=C(C=C1)C1=C(C(=NO1)C)N (1-[4′-(4-amino-3-methyl-isoxazol-5-yl)-biphenyl-4-yl]-cyclopropanecarboxylic acid ethyl ester), C1(=CC=CC=C1)S(=O)C1=NC(=CC=C1)Br (2-benzenesulfinyl-6-bromo-pyridine). Product: C(C)OC(=O)C1(CC1)C1=CC=C(C=C1)C1=CC=C(C=C1)C1=C(C(=NO1)C)NC1=NC(=CC=C1)S(=O)C1=CC=CC=C1 (1-{4′-[4-(6-Benzenesulfinyl-pyridin-2-ylamino)-3-methyl-isoxazol-5-yl]-biphenyl-4-yl}-cyclopropanecarboxylic acid ethyl ester). Reaction SMILES: [CH2:1]([O:3][C:4]([C:6]1([C:9]2[CH:14]=[CH:13][C:12]([C:15]3[CH:20]=[CH:19][C:18]([C:21]4[O:25][N:24]=[C:23]([CH3:26])[C:22]=4[NH2:27])=[CH:17][CH:16]=3)=[CH:11][CH:10]=2)[CH2:8][CH2:7]1)=[O:5])[CH3:2].[C:28]1([S:34]([C:36]2[CH:41]=[CH:40][CH:39]=[C:38](Br)[N:37]=2)=[O:35])[CH:33]=[CH:32][CH:31]=[CH:30][CH:29]=1>>[CH2:1]([O:3][C:4]([C:6]1([C:9]2[CH:10]=[CH:11][C:12]([C:15]3[CH:20]=[CH:19][C:18]([C:21]4[O:25][N:24]=[C:23]([CH3:26])[C:22]=4[NH:27][C:38]4[CH:39]=[CH:40][CH:41]=[C:36]([S:34]([C:28]5[CH:33]=[CH:32][CH:31]=[CH:30][CH:29]=5)=[O:35])[N:37]=4)=[CH:17][CH:16]=3)=[CH:13][CH:14]=2)[CH2:8][CH2:7]1)=[O:5])[CH3:2]. Procedure details: Prepared according to the procedure described in Example 68, Step 2, using 1-[4′-(4-amino-3-methyl-isoxazol-5-yl)-biphenyl-4-yl]-cyclopropanecarboxylic acid ethyl ester and 2-benzenesulfinyl-6-bromo-pyridine. RXN SMILES: [Cl:1][C:2]1[C:3]([CH2:14][N:15]([CH:48]2[CH2:50][CH2:49]2)[C:16](=[O:47])[CH:17]([CH2:27][C:28]2[CH:33]=[CH:32][C:31]([O:34][CH2:35][CH2:36][O:37][C:38]3[C:43]([Cl:44])=[CH:42][C:41]([CH3:45])=[CH:40][C:39]=3[Cl:46])=[CH:30][CH:29]=2)[CH2:18][NH:19]C(=O)OC(C)(C)C)=[CH:4][C:5]([CH2:9][CH2:10][CH2:11][O:12][CH3:13])=[N+:6]([O-:8])[CH:7]=1.Cl>C(Cl)Cl>[NH2:19][CH2:18][CH:17]([CH2:27][C:28]1[CH:33]=[CH:32][C:31]([O:34][CH2:35][CH2:36][O:37][C:38]2[C:43]([Cl:44])=[CH:42][C:41]([CH3:45])=[CH:40][C:39]=2[Cl:46])=[CH:30][CH:29]=1)[C:16]([N:15]([CH2:14][C:3]1[C:2]([Cl:1])=[CH:7][N+:6]([O-:8])=[C:5]([CH2:9][CH2:10][CH2:11][O:12][CH3:13])[CH:4]=1)[CH:48]1[CH2:50][CH2:49]1)=[O:47]. Conditions: time 16 hour. The solvent is C(Cl)Cl (CH2Cl2). Product: NCC(C(=O)N(C1CC1)CC1=CC(=[N+](C=C1Cl)[O-])CCCOC)CC1=CC=C(C=C1)OCCOC1=C(C=C(C=C1Cl)C)Cl (3-Amino-N-{[5-chloro-2-(methoxypropyl)-1-oxidopyridin-4-yl]methyl}-N-cyclopropyl-2-{4-[2-(2,6-dichloro-4-methylphenoxy)ethoxy]benzyl}propanamide). Procedure details: To a CH2Cl2 solution (0.07 M) of tert-butyl (3-[{[5-chloro-2-(methoxypropyl)-1-oxidopyridin-4-yl]methyl}(cyclopropyl)amino]-2-{4-[2-(2,6-dichloro-4-methylphenoxy)ethoxy]benzyl}-3-oxopropyl)carbamate from the previous step (1 eq.) was added HCl (4.0 M dioxane solution, 30 eq.). The resulting solution was stirred at RT for 16 h. Following the removal of the volatiles in vacuo, the resulting residue was directly subjected to column chromatography (SiO2, 95:5 (v/v) CH2Cl2: 2.0 M NH3 in MeOH) to affo... Starting materials: ClC=1C(=CC(=[N+](C1)[O-])CCCOC)CN(C(C(CNC(OC(C)(C)C)=O)CC1=CC=C(C=C1)OCCOC1=C(C=C(C=C1Cl)C)Cl)=O)C1CC1 (tert-butyl (3-[{[5-chloro-2-(methoxypropyl)-1-oxidopyridin-4-yl]methyl}(cyclopropyl)amino]-2-{4-[2-(2,6-dichloro-4-methylphenoxy)ethoxy]benzyl}-3-oxopropyl)carbamate), Cl (HCl). Reactants: OBO, CCO, Cc1ccccc1, NC(=O)c1ccc(Cl)nc1, Fc1ccccc1, [Na+], [Na+], O=C([O-])[O-]. Yields the product NC(=O)c1ccc(-c2ccc(F)cc2)nc1. Reaction SMILES: [BH:11]([OH:12])[OH:13].[CH3:21][CH2:22][OH:23].[CH3:30][c:31]1[cH:32][cH:33][cH:34][cH:35][cH:36]1.[Cl:1][c:2]1[n:3][cH:4][c:5]([C:6](=[O:7])[NH2:8])[cH:9][cH:10]1.[F:14][c:15]1[cH:16][cH:17][cH:18][cH:19][cH:20]1.[Na+:24].[Na+:25].[O-:26][C:27](=[O:28])[O-:29]>>[c:2]1(-[c:18]2[cH:17][cH:16][c:15]([F:14])[cH:20][cH:19]2)[n:3][cH:4][c:5]([C:6](=[O:7])[NH2:8])[cH:9][cH:10]1. The reactants are CN(C)C=O, Cc1nc2ccc(CCl)cc2n1Cc1ccccc1Cl, Cl, [H-], [Na+], O, NS(=O)(=O)c1ccccc1. Product: Cc1nc2ccc(CNS(=O)(=O)c3ccccc3)cc2n1Cc1ccccc1Cl. Reaction SMILES: [CH3:35][N:36]([CH3:37])[CH:38]=[O:39].[Cl:14][c:15]1[c:16]([CH2:17][n:18]2[c:19]([CH3:29])[n:20][c:21]3[c:22]2[cH:23][c:24]([CH2:27][Cl:28])[cH:25][cH:26]3)[cH:30][cH:31][cH:32][cH:33]1.[ClH:13].[H-:11].[Na+:12].[OH2:34].[c:1]1([S:7](=[O:8])(=[O:9])[NH2:10])[cH:2][cH:3][cH:4][cH:5][cH:6]1>>[c:1]1([S:7](=[O:8])(=[O:9])[NH:10][CH2:27][c:24]2[cH:23][c:22]3[n:18]([CH2:17][c:16]4[c:15]([Cl:14])[cH:33][cH:32][cH:31][cH:30]4)[c:19]([CH3:29])[n:20][c:21]3[cH:26][cH:25]2)[cH:2][cH:3][cH:4][cH:5][cH:6]1. The reactants are N1=C(N=CC=C1)C#CCO (3-(2-pyrimidyl)prop-2-yn-1-ol). The reagents and catalysts are [Pd] (Pd/C). Solvent: C(C)(=O)OCC (ethyl acetate). Run at time 6 hour. The product is N1=C(N=CC=C1)CCCO (3-(2-pyrimidyl)propan-1-ol). As a reaction SMILES: [N:1]1[CH:6]=[CH:5][CH:4]=[N:3][C:2]=1[C:7]#[C:8][CH2:9][OH:10]>C(OCC)(=O)C.[Pd]>[N:1]1[CH:6]=[CH:5][CH:4]=[N:3][C:2]=1[CH2:7][CH2:8][CH2:9][OH:10]. Reported procedure: 3-(2-pyrimidyl)prop-2-yn-1-ol (4.45 g, 0.033 M) was dissolved in ethyl acetate (140 mL), 10% Pd/C (890 mg) was added and the mixture stirred under an atmosphere of hydrogen for 6 hours. The reaction mixture was filtered through Celite and the filtrate evaporated to give 3-(2-pyrimidyl)propan-1-ol as a yellow oil, 4.15 g (91%). NMR (CDCl3) 2.1 (2H, m), 3.2 (2H, t), 3.8 (2H, t), 7.2 (1H, t), 8.7 (2H, d) MS found MH+ 139. Reactants: ClC=1C=NC(=C(C(=O)O)C1)OC1CCCCC1 (5-chloro-2-cyclohexyloxy-nicotinic acid), NCCC1=CC(=C(C(=O)O)C=C1)OC (4-(2-aminoethyl)-2-methoxybenzoic acid), Cl (hydrochloride), COC(=O)Cl (chloroformic acid methyl ester). The solvent is O1CCCC1 (tetrahydrofuran), C(C)N(CC)CC (triethylamine). Conditions: time 30 minute. Product: 5-chloro-2-cyclohexyloxy-nicotinamido, COC1=C(C(=O)O)C=CC=C1 (2-methoxy-benzoic acid). RXN SMILES: COC(Cl)=O.ClC1C=NC(OC2CCCCC2)=C(C=1)C(O)=O.NCC[C:26]1[CH:34]=[CH:33][C:29]([C:30]([OH:32])=[O:31])=[C:28]([O:35][CH3:36])[CH:27]=1.Cl>O1CCCC1.C(N(CC)CC)C>[CH3:36][O:35][C:28]1[CH:27]=[CH:26][CH:34]=[CH:33][C:29]=1[C:30]([OH:32])=[O:31]. Procedure: 6 g of triethylamine and 1.9 g of chloroformic acid methyl ester are added, while stirring and cooling with ice, to 5 g of 5-chloro-2-cyclohexyloxy-nicotinic acid in 150 ml of tetrahydrofuran. Stirring is continued for 30 minutes at 0° C. and, while stirring, 4.6 g of 4-(2-aminoethyl)-2-methoxybenzoic acid are added in the form of its hydrochloride. The mixture is further stirred for 4 hours at room temperature, the solvent removed under reduced pressure, the residue reprecipitated from ammonia ...